This data is from the Open Reaction Database (ORD), a public repository of structured organic reaction records. The task is: describe an organic reaction: reactants, conditions, products, and yield Reactants: C1CCOC1, SCCCCl, O=[N+]([O-])c1cccc(Cl)c1Cl, [K+], [OH-]. Product: O=[N+]([O-])c1cccc(Cl)c1SCCCCl. RXN SMILES: [CH2:19]1[O:20][CH2:21][CH2:22][CH2:23]1.[Cl:12][CH2:13][CH2:14][CH2:15][SH:16].[Cl:1][c:2]1[c:3]([N+:9](=[O:10])[O-:11])[cH:4][cH:5][cH:6][c:7]1[Cl:8].[K+:18].[OH-:17]>>[c:2]1([S:16][CH2:15][CH2:14][CH2:13][Cl:12])[c:3]([N+:9](=[O:10])[O-:11])[cH:4][cH:5][cH:6][c:7]1[Cl:8]. The reactants are C(C)(C)(C)C1=CC=C(C=C1)N1C(N(C(C1=O)(C)C)CC1=CC=2N(C=C1)OC(N2)=S)=O (3-(4-tert-butylphenyl)-5,5-dimethyl-1-[(2-thioxo-2H-[1,2,4]oxadiazolo[2,3-a]pyridin-7-yl)methyl]imidazolidine-2,4-dione), NCCN1CCCCC1 (1-(2-aminoethyl)piperidine). The solvent is O1CCOCC1 (dioxane). The product is C(C)(C)(C)C1=CC=C(C=C1)N1C(N(C(C1=O)(C)C)CC1=CC(=NC=C1)NC(=O)NCCN1CCCCC1)=O (1-(4-{[3-(4-tert-butylphenyl)-5,5-dimethyl-2,4-dioxo-imidazolidin-1-yl]methyl}pyridin-2-yl)-3-(2-piperidin-1-ylethyl)urea). RXN SMILES: [C:1]([C:5]1[CH:10]=[CH:9][C:8]([N:11]2[C:15](=[O:16])[C:14]([CH3:18])([CH3:17])[N:13]([CH2:19][C:20]3[CH:25]=[CH:24][N:23]4[O:26][C:27](=S)[N:28]=[C:22]4[CH:21]=3)[C:12]2=[O:30])=[CH:7][CH:6]=1)([CH3:4])([CH3:3])[CH3:2].[NH2:31][CH2:32][CH2:33][N:34]1[CH2:39][CH2:38][CH2:37][CH2:36][CH2:35]1>O1CCOCC1>[C:1]([C:5]1[CH:10]=[CH:9][C:8]([N:11]2[C:15](=[O:16])[C:14]([CH3:18])([CH3:17])[N:13]([CH2:19][C:20]3[CH:25]=[CH:24][N:23]=[C:22]([NH:28][C:27]([NH:31][CH2:32][CH2:33][N:34]4[CH2:39][CH2:38][CH2:37][CH2:36][CH2:35]4)=[O:26])[CH:21]=3)[C:12]2=[O:30])=[CH:7][CH:6]=1)([CH3:4])([CH3:3])[CH3:2]. Procedure details: A solution of 100 mg of 3-(4-tert-butylphenyl)-5,5-dimethyl-1-[(2-thioxo-2H-[1,2,4]oxadiazolo[2,3-a]pyridin-7-yl)methyl]imidazolidine-2,4-dione obtained in stage b) of Example 9 in 2 mL of dioxane and 36 μl of 1-(2-aminoethyl)piperidine is heated by microwave at 130° C. for 15 minutes. The reaction mixture is concentrated under reduced pressure and the residue is purified by HPLC (gradient: water/acetonitrile containing 0.1% formic acid) to give 75 mg of 1-(4-{[3-(4-tert-butylphenyl)-5,5-dimethy... Reactants: O=C(O)c1cccc(Cl)c1[N+](=O)[O-], [NH4+], [Na+], [Na+], [OH-], O, O=S([O-])S(=O)[O-]. The product is Nc1c(Cl)cccc1C(=O)O. As a reaction SMILES: [Cl:9][c:10]1[c:11]([N+:19]([O-:20])=[O:21])[c:12]([C:13](=[O:14])[OH:15])[cH:16][cH:17][cH:18]1.[NH4+:22].[Na+:7].[Na+:8].[OH-:23].[OH2:24].[S:1]([S:2]([O-:3])=[O:4])([O-:5])=[O:6]>>[Cl:9][c:10]1[c:11]([NH2:19])[c:12]([C:13](=[O:14])[OH:15])[cH:16][cH:17][cH:18]1. Starting materials: OC1=CC=C(C=C1)C=1OC2=C(C1C(C1=CC=C(C=C1)C)=O)C=CC=C2 (2-p-hydroxyphenyl-3-p-methylbenzoylbenzofuran), C(Br)C1CO1 (epibromohydrin), C([O-])([O-])=O.[K+].[K+] (potassium carbonate). The solvent is CC(=O)C (acetone). Yields the product O1C(COC2=CC=C(C=C2)C=2OC3=C(C2C(C2=CC=C(C=C2)C)=O)C=CC=C3)C1 (2-[4'-(2,3-epoxypropoxy)phenyl]-3-(4'-methylbenzoyl)benzofuran). Reaction SMILES: [OH:1][C:2]1[CH:7]=[CH:6][C:5]([C:8]2[O:9][C:10]3[CH:25]=[CH:24][CH:23]=[CH:22][C:11]=3[C:12]=2[C:13](=[O:21])[C:14]2[CH:19]=[CH:18][C:17]([CH3:20])=[CH:16][CH:15]=2)=[CH:4][CH:3]=1.[CH2:26]([CH:28]1[O:30][CH2:29]1)Br.C(=O)([O-])[O-].[K+].[K+]>CC(C)=O>[O:30]1[CH2:29][CH:28]1[CH2:26][O:1][C:2]1[CH:3]=[CH:4][C:5]([C:8]2[O:9][C:10]3[CH:25]=[CH:24][CH:23]=[CH:22][C:11]=3[C:12]=2[C:13](=[O:21])[C:14]2[CH:19]=[CH:18][C:17]([CH3:20])=[CH:16][CH:15]=2)=[CH:6][CH:7]=1 |f:2.3.4|. Procedure: A mixture of 2.0 g. (6.1 mmol.) of 2-p-hydroxyphenyl-3-p-methylbenzoylbenzofuran, 2.6 g. (0.019 mol.) of epibromohydrin and 3.0 g. (0.021 mol.) of potassium carbonate in 100 ml. of dry acetone was refluxed for 12 hours. After cooling, the reaction mixture was filtered and the filtrate was concentrated to give 2-[4'-(2,3-epoxypropoxy)phenyl]-3-(4'-methylbenzoyl)benzofuran.